This data is from the Open Reaction Database (ORD), a public repository of structured organic reaction records. The task is: describe an organic reaction: reactants, conditions, products, and yield The reactants are BrCC=1C=C(C=CC1OC)CC(=O)O ((3-bromomethyl-4-methoxy-phenyl)-acetic acid), O (water), Cl (hydrochloric acid). Reagents/catalysts: O.O.O.[N+](=O)([O-])[O-].[Cu+2].[N+](=O)([O-])[O-] (Copper(II) nitrate trihydrate). Yields the product C(=O)C=1C=C(C=CC1OC)CC(=O)O ((3-Formyl-4-methoxy-phenyl)-acetic acid). RXN SMILES: Br[CH2:2][C:3]1[CH:4]=[C:5]([CH2:11][C:12]([OH:14])=[O:13])[CH:6]=[CH:7][C:8]=1[O:9][CH3:10].Cl.[OH2:16]>O.O.O.[N+]([O-])([O-])=O.[Cu+2].[N+]([O-])([O-])=O>[CH:2]([C:3]1[CH:4]=[C:5]([CH2:11][C:12]([OH:14])=[O:13])[CH:6]=[CH:7][C:8]=1[O:9][CH3:10])=[O:16] |f:3.4.5.6.7.8|. Procedure details: Copper(II) nitrate trihydrate (3.3 g) was added to (3-bromomethyl-4-methoxy-phenyl)-acetic acid (1.4 g) in water (50 mL) and heated to reflux for 75 minutes. On cooling the reaction mixture was acidified with 2M aqueous hydrochloric acid and extracted with ethyl acetate. The organic phase was separated and washed sequentially with 2M aqueous hydrochloric acid (2×50 mL), brine (50 mL), dried (magnesium sulfate) and concentrated. Purification on silica, eluting iso-hexane/ethyl acetate [4:1 to 1:1... Reactants: O=C([O-])O, C=CCBr, COc1ccc2c(c1OC)CNCCc1cc(O)ccc1CC2, [Na+], O. Product: C=CCN1CCc2cc(O)ccc2CCc2ccc(OC)c(OC)c2C1. Reaction SMILES: [C:28](=[O:29])([OH:30])[O-:31].[CH2:24]([CH:25]=[CH2:26])[Br:27].[CH3:1][O:2][c:3]1[cH:4][cH:5][c:6]2[c:7]([c:21]1[O:22][CH3:23])[CH2:8][NH:9][CH2:10][CH2:11][c:12]1[c:13]([cH:16][cH:17][c:18]([OH:20])[cH:19]1)[CH2:14][CH2:15]2.[Na+:32].[OH2:33]>>[CH3:1][O:2][c:3]1[cH:4][cH:5][c:6]2[c:7]([c:21]1[O:22][CH3:23])[CH2:8][N:9]([CH2:26][CH:25]=[CH2:24])[CH2:10][CH2:11][c:12]1[c:13]([cH:16][cH:17][c:18]([OH:20])[cH:19]1)[CH2:14][CH2:15]2. Reactants: Cl (hydrochloric acid), CC1=NOC(=C1C=O)C1=CC=CC=C1 (3-methyl-5-phenylisoxazole-4-carbaldehyde), C(C)OP(=O)(OCC)CC(=O)OCC (ethyl diethylphosphonoacetate), [H-].[Na+] (sodium hydride). The solvent is CN(C=O)C (N,N-dimethylformamide). Conditions: time 3 hour. Product: CC1=NOC(=C1/C=C/C(=O)O)C1=CC=CC=C1 ((E)-3-(3-methyl-5-phenyl-4-isoxazolyl)propenoic acid). Yield: 66.5%. RXN SMILES: [CH3:1][C:2]1[C:6]([CH:7]=O)=[C:5]([C:9]2[CH:14]=[CH:13][CH:12]=[CH:11][CH:10]=2)[O:4][N:3]=1.C(OP([CH2:23][C:24]([O:26]CC)=[O:25])(OCC)=O)C.[H-].[Na+].Cl>CN(C)C=O>[CH3:1][C:2]1[C:6](/[CH:7]=[CH:23]/[C:24]([OH:26])=[O:25])=[C:5]([C:9]2[CH:14]=[CH:13][CH:12]=[CH:11][CH:10]=2)[O:4][N:3]=1 |f:2.3|. Procedure details: To a mixture of 3-methyl-5-phenylisoxazole-4-carbaldehyde (4.94 g), ethyl diethylphosphonoacetate (6.53 g) and N,N-dimethylformamide (70 ml) was added sodium hydride (60%, oil, 1.13 g) at 0° C., and the mixture was stirred at room temperature for 3 hr. The reaction mixture was poured into dilute hydrochloric acid, and the mixture was extracted with ethyl acetate. The ethyl acetate layer was washed with saturated brine, dried (MgSO4) and concentrated. The residue was subjected to silica gel colum... Solvent: C(C)O (ethanol). Yields the product Cl.Cl.C(C)(C)(C)C1=CC=C(C=C1)/C=C/C=C/C(=O)N1CCN(CC1)CCCCCCCCN1CCN(CC1)C(\C=C\C=C\C1=CC=C(C=C1)C(C)(C)C)=O (1,8-bis[4-[(E,E)-5-(4-tert-Butyl phenyl)-2,4-pentadienoyl]-1-piperazinyl]octane Dihydrochloride). Reactants: Cl (hydrochloric acid), C(C)(C)(C)C1=CC=C(C=C1)/C=C/C=C/C(=O)N1CCN(CC1)CCCCCCCCN1CCN(CC1)C(\C=C\C=C\C1=CC=C(C=C1)C(C)(C)C)=O (1,8-bis[4-[(E,E)-5-(4-tert-butylphenyl)-2,4-pentadienoyl]-1-piperazinyl]octane). As a reaction SMILES: [ClH:1].[C:2]([C:6]1[CH:11]=[CH:10][C:9](/[CH:12]=[CH:13]/[CH:14]=[CH:15]/[C:16]([N:18]2[CH2:23][CH2:22][N:21]([CH2:24][CH2:25][CH2:26][CH2:27][CH2:28][CH2:29][CH2:30][CH2:31][N:32]3[CH2:37][CH2:36][N:35]([C:38](=[O:53])/[CH:39]=[CH:40]/[CH:41]=[CH:42]/[C:43]4[CH:48]=[CH:47][C:46]([C:49]([CH3:52])([CH3:51])[CH3:50])=[CH:45][CH:44]=4)[CH2:34][CH2:33]3)[CH2:20][CH2:19]2)=[O:17])=[CH:8][CH:7]=1)([CH3:5])([CH3:4])[CH3:3]>C(O)C>[ClH:1].[ClH:1].[C:2]([C:6]1[CH:11]=[CH:10][C:9](/[CH:12]=[CH:13]/[CH:14]=[CH:15]/[C:16]([N:18]2[CH2:19][CH2:20][N:21]([CH2:24][CH2:25][CH2:26][CH2:27][CH2:28][CH2:29][CH2:30][CH2:31][N:32]3[CH2:33][CH2:34][N:35]([C:38](=[O:53])/[CH:39]=[CH:40]/[CH:41]=[CH:42]/[C:43]4[CH:48]=[CH:47][C:46]([C:49]([CH3:52])([CH3:51])[CH3:50])=[CH:45][CH:44]=4)[CH2:36][CH2:37]3)[CH2:22][CH2:23]2)=[O:17])=[CH:8][CH:7]=1)([CH3:5])([CH3:4])[CH3:3] |f:3.4.5|. Procedure: Concentrated hydrochloric acid (0.050 ml; 0.60 mmol) was added to a solution of 1,8-bis[4-[(E,E)-5-(4-tert-butylphenyl)-2,4-pentadienoyl]-1-piperazinyl]octane (105 mg; 0.14 mmol) in ethanol (5 ml) and the reaction mixture was concentrated under reduced pressure. After a process of adding ethanol (10 ml) to the residue and concentrating the mixture under reduced pressure was performed twice, the resultant concentrated residue was recrystallized from methanol-diethyl ether to obtain the title comp... The reactants are CC(C)(C)NS(=O)(=O)c1ccc(-c2cn(-c3cc(C(F)(F)F)cc(-c4ccc(C(F)(F)F)cc4)n3)cn2)s1, ClCCl, O=C(O)C(F)(F)F. Yields the product NS(=O)(=O)c1ccc(-c2cn(-c3cc(C(F)(F)F)cc(-c4ccc(C(F)(F)F)cc4)n3)cn2)s1. Reaction SMILES: [C:1]([CH3:2])([CH3:3])([CH3:4])[NH:5][S:6](=[O:7])(=[O:8])[c:9]1[s:10][c:11](-[c:14]2[n:15][cH:16][n:17](-[c:19]3[n:20][c:21](-[c:29]4[cH:30][cH:31][c:32]([C:35]([F:36])([F:37])[F:38])[cH:33][cH:34]4)[cH:22][c:23]([C:25]([F:26])([F:27])[F:28])[cH:24]3)[cH:18]2)[cH:12][cH:13]1.[Cl:46][CH2:47][Cl:48].[F:39][C:40]([F:41])([F:42])[C:43]([OH:44])=[O:45]>>[NH2:5][S:6](=[O:7])(=[O:8])[c:9]1[s:10][c:11](-[c:14]2[n:15][cH:16][n:17](-[c:19]3[n:20][c:21](-[c:29]4[cH:30][cH:31][c:32]([C:35]([F:36])([F:37])[F:38])[cH:33][cH:34]4)[cH:22][c:23]([C:25]([F:26])([F:27])[F:28])[cH:24]3)[cH:18]2)[cH:12][cH:13]1. The reactants are C1=CC=CC=2NCC3=CC=CC=C3C12 (5,6-dihydrophenanthridine), CC1=C(C(=O)NC2=CC=C(C(=O)Cl)C=C2)C=CC=C1 (4-[(2-methylbenzoyl)amino]benzoyl chloride). Solvent: N1=CC=CC=C1 (pyridine). Conditions: time 8 hour. Product: CC1=C(C(=O)NC2=CC=C(C=C2)C(=O)N2C=3C=CC=CC3C3=CC=CC=C3C2)C=CC=C1 (2-Methyl-N-[4-[(5(6H) -phenanthridinyl)carbonyl]phenyl]benzamide). The yield is 18.9%. As a reaction SMILES: [CH:1]1[C:14]2[C:13]3[C:8](=[CH:9][CH:10]=[CH:11][CH:12]=3)[CH2:7][NH:6][C:5]=2[CH:4]=[CH:3][CH:2]=1.[CH3:15][C:16]1[CH:33]=[CH:32][CH:31]=[CH:30][C:17]=1[C:18]([NH:20][C:21]1[CH:29]=[CH:28][C:24]([C:25](Cl)=[O:26])=[CH:23][CH:22]=1)=[O:19]>N1C=CC=CC=1>[CH3:15][C:16]1[CH:33]=[CH:32][CH:31]=[CH:30][C:17]=1[C:18]([NH:20][C:21]1[CH:29]=[CH:28][C:24]([C:25]([N:6]2[CH2:7][C:8]3[C:13](=[CH:12][CH:11]=[CH:10][CH:9]=3)[C:14]3[CH:1]=[CH:2][CH:3]=[CH:4][C:5]2=3)=[O:26])=[CH:23][CH:22]=1)=[O:19]. Procedure: To a solution of 0.181 g (1.0 mmol) of 5,6-dihydrophenanthridine in 2 ml of warm pyridine is added 0.273 g (1.0 mmol) of 4-[(2-methylbenzoyl)amino]benzoyl chloride. The mixture is stirred overnight at room temperature, 1.2 ml of 2NHCl added. The solid which separates is filtered and washed with water. The solid is dissolved in dichloromethane and the solution washed with 2M sodium carbonate. The organic layer is concentrated and the residue chromatographed twice on silica gel with ethyl acetate-... As a reaction SMILES: [Cl:1][C:2]1[CH:7]=[CH:6][C:5]([C:8]#[CH:9])=[CH:4][CH:3]=1.[Cl:10][C:11]1[CH:18]=[CH:17][C:14]([CH2:15][SH:16])=[CH:13][CH:12]=1.[Na]>>[Cl:1][C:2]1[CH:7]=[CH:6][C:5](/[CH:8]=[CH:9]\[CH:15]([S:16][CH:8](/[CH:9]=[CH:8]\[C:5]2[CH:6]=[CH:7][C:2]([Cl:1])=[CH:3][CH:4]=2)[C:5]2[CH:6]=[CH:7][C:2]([Cl:1])=[CH:3][CH:4]=2)[C:14]2[CH:17]=[CH:18][C:11]([Cl:10])=[CH:12][CH:13]=2)=[CH:4][CH:3]=1 |^1:18|. Starting materials: ClC1=CC=C(C=C1)C#C (4-chlorophenylacetylene), ClC1=CC=C(CS)C=C1 (4-chlorobenzyl mercaptan), [Na] (sodium). Procedure: A solution of 4-chlorophenylacetylene (0.02 mol) and 4-chlorobenzyl mercaptan (0.02 mol) and metallic sodium (0.02 g atom) was subjected to Procedure 2 to form (Z)-4-chlorostyryl 4-chlorobenzylsulfide. The title compound was obtained in 76% yield following oxidation. 1HNMR (CDC13) δ4.62 (2H, s), 6.68 (1H, d, JH,H=11.92), 7.18-7.60 (8H aromatic+1H ethylenic). Product: ClC1=CC=C(\C=C/C(C2=CC=C(C=C2)Cl)SC(C2=CC=C(C=C2)Cl)\C=C/C2=CC=C(C=C2)Cl)C=C1 ((Z)-4-chlorostyryl 4-chlorobenzylsulfide). Reported procedure: 1,1-Dimethylethyl 4-[2-[[(2,3-difluorophenyl)methyl]thio]-6-methoxypyrimidin-4-yl sulfamoyl]piperazine-1-carboxylate (the product of step i) (0.36 g) and trifluoroacetic acid (1 mL) in dichloromethane (4 mL) were stirred at room temperature for 30 min. The solvent was evaporated under reduced pressure and the residue was azeotroped with toluene (3×). The residual pale yellow solid was triturated with EtOAc, filtered and dried at 40° C. under high vacuum to give the title compound as a cream soli... Yields the product FC(C(=O)O)(F)F.FC1=C(C=CC=C1F)CSC1=NC(=CC(=N1)NS(=O)(=O)N1CCNCC1)OC (N-[2-[[(2,3-Difluorophenyl)methyl]thio]-6-methoxypyrimidin-4-yl]piperazine-1-sulfonamide, trifluoroacetate salt). Starting materials: FC1=C(C=CC=C1F)CSC1=NC(=CC(=N1)NS(=O)(=O)N1CCN(CC1)C(=O)OC(C)(C)C)OC (1,1-Dimethylethyl 4-[2-[[(2,3-difluorophenyl)methyl]thio]-6-methoxypyrimidin-4-yl sulfamoyl]piperazine-1-carboxylate), product, FC(C(=O)O)(F)F (trifluoroacetic acid). Solvent: ClCCl (dichloromethane). As a reaction SMILES: [F:1][C:2]1[C:7]([F:8])=[CH:6][CH:5]=[CH:4][C:3]=1[CH2:9][S:10][C:11]1[N:16]=[C:15]([NH:17][S:18]([N:21]2[CH2:26][CH2:25][N:24](C(OC(C)(C)C)=O)[CH2:23][CH2:22]2)(=[O:20])=[O:19])[CH:14]=[C:13]([O:34][CH3:35])[N:12]=1.[F:36][C:37]([F:42])([F:41])[C:38]([OH:40])=[O:39]>ClCCl>[F:36][C:37]([F:42])([F:41])[C:38]([OH:40])=[O:39].[F:1][C:2]1[C:7]([F:8])=[CH:6][CH:5]=[CH:4][C:3]=1[CH2:9][S:10][C:11]1[N:16]=[C:15]([NH:17][S:18]([N:21]2[CH2:22][CH2:23][NH:24][CH2:25][CH2:26]2)(=[O:20])=[O:19])[CH:14]=[C:13]([O:34][CH3:35])[N:12]=1 |f:3.4|. The reactants are O=C(O)c1ccc(C(F)(F)F)cc1C1CC1, NC1CCCC1N1CCCC1. Yields the product O=C(NC1CCCC1N1CCCC1)c1ccc(C(F)(F)F)cc1C1CC1. Reaction SMILES: [CH:12]1([c:15]2[c:16]([C:17](=[O:18])[OH:19])[cH:20][cH:21][c:22]([C:24]([F:25])([F:26])[F:27])[cH:23]2)[CH2:13][CH2:14]1.[N:1]1([CH:6]2[CH:7]([NH2:11])[CH2:8][CH2:9][CH2:10]2)[CH2:2][CH2:3][CH2:4][CH2:5]1>>[N:1]1([CH:6]2[CH:7]([NH:11][C:17]([c:16]3[c:15]([CH:12]4[CH2:13][CH2:14]4)[cH:23][c:22]([C:24]([F:25])([F:26])[F:27])[cH:21][cH:20]3)=[O:18])[CH2:8][CH2:9][CH2:10]2)[CH2:2][CH2:3][CH2:4][CH2:5]1.